Dataset: the Open Reaction Database (ORD), a public repository of structured organic reaction records. Task: describe an organic reaction: reactants, conditions, products, and yield Starting materials: C1(=CC=CC=C1)P(CCCP(C1=CC=CC=C1)C1=CC=CC=C1)C1=CC=CC=C1 (1,3-bis(diphenylphosphino)propane), C(C)C1=NN2C(C(=CC(=C2)F)OS(=O)(=O)C(F)(F)F)=C1 (2-ethyl-6-fluoro-4-trifluoromethanesulfonyloxy-pyrazolo[1,5-a]pyridine), CN(C)C=O (DMF), CN(C)C=O (DMF). The reagents and catalysts are C(C)(=O)[O-].[Pd+2].C(C)(=O)[O-] (Palladium acetate). Run in C(C)OC=CC (ethyl-1-propenyl ether), C(C)N(CC)CC (triethylamine). Run at time 15 minute. The product is C(C)C1=NN2C(C(=CC(=C2)F)C(CC)=O)=C1 (2-ethyl-6-fluoro-4-propionyl-pyrazolo[1,5-a]pyridine). Reaction SMILES: [C:1]1(P(C2C=CC=CC=2)CCCP(C2C=CC=CC=2)C2C=CC=CC=2)[CH:6]=CC=C[CH:2]=1.[CH2:30]([C:32]1[CH:49]=[C:35]2[C:36](OS(C(F)(F)F)(=O)=O)=[CH:37][C:38]([F:40])=[CH:39][N:34]2[N:33]=1)[CH3:31].CN(C=[O:54])C>C(OC=CC)C.C(N(CC)CC)C.C([O-])(=O)C.[Pd+2].C([O-])(=O)C>[CH2:30]([C:32]1[CH:49]=[C:35]2[C:36]([C:2](=[O:54])[CH2:1][CH3:6])=[CH:37][C:38]([F:40])=[CH:39][N:34]2[N:33]=1)[CH3:31] |f:5.6.7|. Procedure: Palladium acetate (101.8 mg) was dissolved in DMF (25 mL) in an argon atmosphere. To this solution, 1,3-bis(diphenylphosphino)propane (373.9 mg) was added and the mixture was stirred at room temperature for 15 min. Subsequently, the compound of Example 67 (4.25 g) in DMF (65 mL), ethyl-1-propenyl ether (15.0 mL) and triethylamine (3.8 mL) were added and the mixture was stirred at 80° C. for 20 hours. The reaction was terminated by adding water and the mixture was extracted three times with ethyl... Starting materials: COc1cc(C)c(S(=O)(=O)N(Cc2ccc3c(c2)OCO3)C(COC2CCCCO2)C(=O)NOCc2ccccc2)c(C)c1, CO, O, Cc1ccc(S(=O)(=O)O)cc1. Yields the product COc1cc(C)c(S(=O)(=O)N(Cc2ccc3c(c2)OCO3)C(CO)C(=O)NOCc2ccccc2)c(C)c1. RXN SMILES: [CH2:1]([c:2]1[cH:3][cH:4][cH:5][cH:6][cH:7]1)[O:8][NH:9][C:10]([CH:11]([CH2:12][O:13][CH:14]1[CH2:15][CH2:16][CH2:17][CH2:18][O:19]1)[N:20]([S:21](=[O:22])(=[O:23])[c:24]1[c:25]([CH3:33])[cH:26][c:27]([O:31][CH3:32])[cH:28][c:29]1[CH3:30])[CH2:34][c:35]1[cH:36][c:37]2[c:38]([cH:39][cH:40]1)[O:41][CH2:42][O:43]2)=[O:44].[CH3:57][OH:58].[OH2:45].[c:46]1([CH3:47])[cH:48][cH:49][c:50]([S:51]([OH:52])(=[O:53])=[O:54])[cH:55][cH:56]1>>[CH2:1]([c:2]1[cH:3][cH:4][cH:5][cH:6][cH:7]1)[O:8][NH:9][C:10]([CH:11]([CH2:12][OH:13])[N:20]([S:21](=[O:22])(=[O:23])[c:24]1[c:25]([CH3:33])[cH:26][c:27]([O:31][CH3:32])[cH:28][c:29]1[CH3:30])[CH2:34][c:35]1[cH:36][c:37]2[c:38]([cH:39][cH:40]1)[O:41][CH2:42][O:43]2)=[O:44]. Starting materials: ClC=1C=CC2=C(N=C(O2)C=2C=CC(=C(N)C2)NCCC(F)(F)F)C1 (5-chloro-2-(2-(3,3,3-trifluoropropyl)aminoanilin-5-yl)benzoxazole), C1(=CC=C(C=C1)S(=O)(=O)O)C (p-toluenesulfonic acid), C(O)([O-])=O.[Na+] (sodium hydrogen carbonate). Solvent: C(OCC)(OCC)OCC (triethyl orthoformate). Conditions: temperature 100 celsius, time 4 hour. Yields the product ClC=1C=CC2=C(N=C(O2)C2=CC3=C(N(C=N3)CCC(F)(F)F)C=C2)C1 (5-(5-chlorobenzoxazol-2-yl)-1-(3,3,3-trifluoropropyl)benzimidazole). Isolated yield 598.0%. As a reaction SMILES: [Cl:1][C:2]1[CH:3]=[CH:4][C:5]2[O:9][C:8]([C:10]3[CH:11]=[CH:12][C:13]([NH:17][CH2:18][CH2:19][C:20]([F:23])([F:22])[F:21])=[C:14]([CH:16]=3)[NH2:15])=[N:7][C:6]=2[CH:24]=1.[C:25]1(C)C=CC(S(O)(=O)=O)=CC=1.C(=O)([O-])O.[Na+]>C(OCC)(OCC)OCC>[Cl:1][C:2]1[CH:3]=[CH:4][C:5]2[O:9][C:8]([C:10]3[CH:11]=[CH:12][C:13]4[N:17]([CH2:18][CH2:19][C:20]([F:21])([F:23])[F:22])[CH:25]=[N:15][C:14]=4[CH:16]=3)=[N:7][C:6]=2[CH:24]=1 |f:2.3|. Reported procedure: To a solution of 5-chloro-2-(2-(3,3,3-trifluoropropyl)aminoanilin-5-yl)benzoxazole (see Working Example 138-1) (200 mg, 0.562 mmol) in triethyl orthoformate (5 mL) was added p-toluenesulfonic acid (10 mg), and this was stirred at 100° C. for 4 hours. After the reaction was complete, saturated aqueous sodium hydrogen carbonate solution was added, and this was extracted with chloroform. The organic layer obtained was dried over anhydrous sodium sulfate, filtered, and concentrated to give crude cry... The reactants are C#N (hydrogen cyanide), aldehyde, nitrile, cyanohydrin, aldehyde, nitrile, compound 5, cyanohydrin, aldehyde, 3,4,5-trihydro-1,3-diazepin-5-ol, NC1=C(C=NN1C)C=O (5-amino-1-methylpyrazole-4-carboxaldehyde), nitrile. Reagents/catalysts: [Ni] (Raney nickel). The solvent is C(C)(=O)O (acetic acid). Yields the product NC1=C(C=NN1C)C(CN)O (5-amino-4-(β-amino-α-hydroxyethyl)-1-methylpyrazole), intermediate 8. As a reaction SMILES: [NH2:1][C:2]1[N:6]([CH3:7])[N:5]=[CH:4][C:3]=1[CH:8]=[O:9].[CH:10]#[N:11]>[Ni].C(O)(=O)C>[NH2:1][C:2]1[N:6]([CH3:7])[N:5]=[CH:4][C:3]=1[CH:8]([OH:9])[CH2:10][NH2:11]. Procedure: The objective was to build the 3,4,5-trihydro-1,3-diazepin-5-ol moiety using as a template the 5-amino-1-methylpyrazole-4-carboxaldehyde, 6. This aldehyde may be readily prepared from the partial reduction and in situ hydrolysis of the corresponding nitrile, compound 5. ##STR5## The presentation of the aldehyde 6 involved the reduction of nitrile 5 with an activated form of Raney nickel (see Dominquez et al, J. Org. Chem. 1961, 26, 1625; T-1 Raney Nickel) in 70% aqueous acetic acid. Through a mo... Reactants: Cl (HCl), O1CCOCC1 (1,4-dioxane), CNC(=O)C=1N=C(SC1)N1C(CN(CC1)C(=O)OC(C)(C)C)COC=1C=NC=CC1 (tert-butyl 4-(4-(methylcarbamoyl)thiazol-2-yl)-3-((pyridin-3-yloxy)methyl)piperazine-1-carboxylate). The product is Cl.Cl.CNC(=O)C=1N=C(SC1)N1C(CNCC1)CCOC=1C=NC=CC1 (N-Methyl-2-(2-((pyridin-3-yloxy)ethyl)piperazin-1-yl)thiazole-4-carboxamide dihydrochloride). Isolated yield 97.0%. As a reaction SMILES: [ClH:1].O1[CH2:7][CH2:6][O:5][CH2:4][CH2:3]1.[CH3:8][NH:9][C:10]([C:12]1[N:13]=[C:14]([N:17]2[CH2:22][CH2:21][N:20](C(OC(C)(C)C)=O)[CH2:19][CH:18]2COC2C=NC=CC=2)[S:15][CH:16]=1)=[O:11]>CO>[ClH:1].[ClH:1].[CH3:8][NH:9][C:10]([C:12]1[N:13]=[C:14]([N:17]2[CH2:22][CH2:21][NH:20][CH2:19][CH:18]2[CH2:7][CH2:6][O:5][C:4]2[CH:3]=[N:9][CH:10]=[CH:12][CH:16]=2)[S:15][CH:16]=1)=[O:11] |f:4.5.6|. Solvent: CO (MeOH). Procedure details: 4 M HCl in 1,4-dioxane (6 mL, 24 mmol) was added to a solution of tert-butyl 4-(4-(methylcarbamoyl)thiazol-2-yl)-3-((pyridin-3-yloxy)methyl)piperazine-1-carboxylate (35 mg, 0.081 mmol) in MeOH (1 mL). After stirring for 1 h, the reaction mixture was concentrated under reduced pressure, yielding 31.9 mg (97%) of the title compound. LC-MS: RT=1.37 min, (M+H)+=334.2. Run at time 1 hour. Starting materials: OC1(CCN(CC1)C(=O)OC(C)(C)C)C1=C(C=CC=C1)C(F)(F)F (tert-Butyl 4-hydroxy-4-[2-(trifluoromethyl)phenyl]piperidine-1-carboxylate). Run in solution, Cl (HCl), CCOCC (ether), CCOCC (ether). Conditions: time 8 hour. Product: FC(C1=C(C=CC=C1)C1(CCNCC1)O)(F)F (4-[2-(Trifluoromethyl)phenyl]piperidin-4-ol). Yield: 69.3%. As a reaction SMILES: [OH:1][C:2]1([C:15]2[CH:20]=[CH:19][CH:18]=[CH:17][C:16]=2[C:21]([F:24])([F:23])[F:22])[CH2:7][CH2:6][N:5](C(OC(C)(C)C)=O)[CH2:4][CH2:3]1>Cl.CCOCC>[F:24][C:21]([F:22])([F:23])[C:16]1[CH:17]=[CH:18][CH:19]=[CH:20][C:15]=1[C:2]1([OH:1])[CH2:7][CH2:6][NH:5][CH2:4][CH2:3]1. Procedure details: tert-Butyl 4-hydroxy-4-[2-(trifluoromethyl)phenyl]piperidine-1-carboxylate (0.40 g, 1.0 mmol) was dissolved in a 2.0 M solution of HCl in ether (5 mL). After being stirred at room temperature overnight, the solution was diluted with ether. The white solid was filtered and washed with ether to give 170 mg of pure product. MS calculated for C12H14F3NO: (M+H) 246; found 246.1.